describe an organic reaction: reactants, conditions, products, and yield From a dataset of the Open Reaction Database (ORD), a public repository of structured organic reaction records. Starting materials: C(C=C(C)C)C1=CC=C(C=C1)C(C)O (1-(p-prenylphenyl)ethanol), P(Cl)(Cl)Cl (phosphorus trichloride). Run in CC(=O)C (acetone), N1=CC=CC=C1 (pyridine). Reaction conditions: temperature 0 celsius, time 2 hour. The product is ClC(C)C1=CC=C(C=C1)CC=C(C)C (1-chloro-1-(p-prenylphenyl)ethane). Reaction SMILES: [CH2:1]([C:6]1[CH:11]=[CH:10][C:9]([CH:12](O)[CH3:13])=[CH:8][CH:7]=1)[CH:2]=[C:3]([CH3:5])[CH3:4].P(Cl)(Cl)[Cl:16]>CC(C)=O.N1C=CC=CC=1>[Cl:16][CH:12]([C:9]1[CH:10]=[CH:11][C:6]([CH2:1][CH:2]=[C:3]([CH3:5])[CH3:4])=[CH:7][CH:8]=1)[CH3:13]. Reported procedure: 166 g of 1-(p-prenylphenyl)ethanol was dissolved in a mixture of 870 ml of acetone and 34.5 g of pyridine. While the solution was maintained at 0° C., 60.1 of phosphorus trichloride was added over the course of about 2 hours. The mixture was stirred at room temperature for 2 hours. Acetone was distilled off, and n-hexane and cold water were added to the mixture. The n-hexane layer was washed successively with a 1.6% aqueous solution of sodium hydroxide and water, dried and concentrated to give 1... Reactants: FC1=CC=C(C=C1)C1=C(NC=2C1=NC=CC2)C2=CC(=NC=C2)C#N (4-[3-(4-Fluoro-phenyl)-1H-pyrrolo[3,2-b]pyridin-2-yl]-pyridine-2-carbonitrile), [OH-].[K+] (potassium hydroxide). The solvent is C(C)(C)(C)O (t-butanol). Run at time 4 hour. Product: FC1=CC=C(C=C1)C1=C(NC=2C1=NC=CC2)C2=CC(=NC=C2)C(=O)N (4-[3-(4-Fluoro-phenyl)-1H-pyrrolo[3,2-b]pyridin-2-yl]-pyridine-2-carboxylic acid amide). Reaction SMILES: [F:1][C:2]1[CH:7]=[CH:6][C:5]([C:8]2[C:12]3=[N:13][CH:14]=[CH:15][CH:16]=[C:11]3[NH:10][C:9]=2[C:17]2[CH:22]=[CH:21][N:20]=[C:19]([C:23]#[N:24])[CH:18]=2)=[CH:4][CH:3]=1.[OH-:25].[K+]>C(O)(C)(C)C>[F:1][C:2]1[CH:7]=[CH:6][C:5]([C:8]2[C:12]3=[N:13][CH:14]=[CH:15][CH:16]=[C:11]3[NH:10][C:9]=2[C:17]2[CH:22]=[CH:21][N:20]=[C:19]([C:23]([NH2:24])=[O:25])[CH:18]=2)=[CH:4][CH:3]=1 |f:1.2|. Reported procedure: 1.44 g (4.6 mmoles) of 4-[3-(4-Fluoro-phenyl)-1H-pyrrolo[3,2-b]pyridin-2-yl]-pyridine-2-carbonitrile is stirred at room temperature in 8 mL of t-butanol in the presence of 1.03 g (18.3 mmoles) of powdered potassium hydroxide. The reaction is stirred at room temperature for 4 hours, concentrated under vacuum and poured into water and ethyl acetate (1/1). Chlorhydric acid 2N is added to the solution to reach pH=5 and the solution is extracted with ethyl acetate. The organic phase is washed with wa... Starting materials: CC1Cc2cc(Cl)ccc2C1=NN(C)C, O=S(=O)(O)O. Yields the product CC1Cc2cc(Cl)ccc2C1=O. RXN SMILES: [Cl:1][c:2]1[cH:3][c:4]2[c:8]([cH:9][cH:10]1)[C:7](=[N:11][N:12]([CH3:13])[CH3:14])[CH:6]([CH3:15])[CH2:5]2.[S:16]([OH:17])(=[O:18])(=[O:19])[OH:20]>>[Cl:1][c:2]1[cH:3][c:4]2[c:8]([cH:9][cH:10]1)[C:7](=[O:17])[CH:6]([CH3:15])[CH2:5]2. Reactants: Cc1nc(OC(C)C(=O)O)c(Cl)c(C(F)(F)F)n1, CC(C)(C)C(C)(N)C#N, C1CCOC1, O. Product: Cc1nc(OC(C)C(=O)NC(C)(C#N)C(C)(C)C)c(Cl)c(C(F)(F)F)n1. Reaction SMILES: [Cl:1][c:2]1[c:3]([O:13][CH:14]([C:15](=[O:16])[OH:17])[CH3:18])[n:4][c:5]([CH3:12])[n:6][c:7]1[C:8]([F:9])([F:10])[F:11].[NH2:19][C:20]([C:21]#[N:22])([C:23]([CH3:24])([CH3:25])[CH3:26])[CH3:27].[O:29]1[CH2:30][CH2:31][CH2:32][CH2:33]1.[OH2:28]>>[Cl:1][c:2]1[c:3]([O:13][CH:14]([C:15](=[O:17])[NH:19][C:20]([C:21]#[N:22])([C:23]([CH3:24])([CH3:25])[CH3:26])[CH3:27])[CH3:18])[n:4][c:5]([CH3:12])[n:6][c:7]1[C:8]([F:9])([F:10])[F:11].